The task is: describe an organic reaction: reactants, conditions, products, and yield. This data is from the Open Reaction Database (ORD), a public repository of structured organic reaction records. Starting materials: C(C)(C)(C)C1=CC=C(C=C1)C1=CC(=CC=C1)C1NC2=CC=C(C=C2C(C1)(C)C)C(=O)O (2-(4′-tert-butyl-biphenyl-3-yl)-4,4-dimethyl-1,2,3,4-tetrahydro-quinoline-6-carboxylic acid), Cl.CN(CCCN=C=NCC)C (1-(3-dimethylaminopropyl)-3-ethylcarbodiimide hydrochloride), C1(CC1)S(=O)(=O)N (cyclopropane sulfonic acid amide). Reagents/catalysts: CN(C1=CC=NC=C1)C (4-dimethylaminopyridine). Solvent: ClCCl (dichloromethane). Yields the product C(C)(C)(C)C1=CC=C(C=C1)C1=CC(=CC=C1)C1NC2=CC=C(C=C2C(C1)(C)C)C(=O)NS(=O)(=O)C1CC1 (cyclopropanesulfonic acid [2-(4′-tert-butyl-biphenyl-3-yl)-4,4-dimethyl-1,2,3,4-tetrahydro-quinoline-6-carbonyl]-amide). Yield: 9.7%. Reaction SMILES: [C:1]([C:5]1[CH:10]=[CH:9][C:8]([C:11]2[CH:16]=[CH:15][CH:14]=[C:13]([CH:17]3[CH2:26][C:25]([CH3:28])([CH3:27])[C:24]4[C:19](=[CH:20][CH:21]=[C:22]([C:29](O)=[O:30])[CH:23]=4)[NH:18]3)[CH:12]=2)=[CH:7][CH:6]=1)([CH3:4])([CH3:3])[CH3:2].Cl.CN(C)CCCN=C=NCC.[CH:44]1([S:47]([NH2:50])(=[O:49])=[O:48])[CH2:46][CH2:45]1>CN(C)C1C=CN=CC=1.ClCCl>[C:1]([C:5]1[CH:10]=[CH:9][C:8]([C:11]2[CH:16]=[CH:15][CH:14]=[C:13]([CH:17]3[CH2:26][C:25]([CH3:28])([CH3:27])[C:24]4[C:19](=[CH:20][CH:21]=[C:22]([C:29]([NH:50][S:47]([CH:44]5[CH2:46][CH2:45]5)(=[O:49])=[O:48])=[O:30])[CH:23]=4)[NH:18]3)[CH:12]=2)=[CH:7][CH:6]=1)([CH3:2])([CH3:3])[CH3:4] |f:1.2|. Procedure: A mixture of 2-(4′-tert-butyl-biphenyl-3-yl)-4,4-dimethyl-1,2,3,4-tetrahydro-quinoline-6-carboxylic acid (100 mg, 0.24 mmol), 1-(3-dimethylaminopropyl)-3-ethylcarbodiimide hydrochloride (70 mg, 0.36 mmol), 4-dimethylaminopyridine (44 mg, 0.36 mmol), cyclopropane sulfonic acid amide (85 mg, 0.72 mmol) in dichloromethane (10 mL) was refluxed for 12 h. Removal of the solvent to afford the oil residue. Purification by Waters automated flash system (column: Xterra 30 mm×100 mm, sample manager 2767, p... Starting materials: BrC1=CC2=C(N=C(N=C2)NC2=CC=C(C=C2)N2CCN(CC2)C)N(C1=O)CC (6-bromo-8-ethyl-2-[4-(4-methyl-piperazin-1-yl)-phenylamino]-8H-pyrido[2,3-d]pyrimidin-7-one), CS(=O)(=O)C1=CC=C(C=C1)B(O)O (4-methylsulfonylphenylboronic acid), [O-]P(=O)([O-])[O-].[K+].[K+].[K+] (K3PO4), CN(C=O)C (dimethylformamide). Reagents/catalysts: C1=CC=C(C=C1)P([C-]2C=CC=C2)C3=CC=CC=C3.C1=CC=C(C=C1)P([C-]2C=CC=C2)C3=CC=CC=C3.Cl[Pd]Cl.[Fe+2] (PdCl2(dppf)). Solvent: O (water). The product is C(C)N1C(C(=CC2=C1N=C(N=C2)NC2=CC=C(C=C2)N2CCN(CC2)C)C2=CC=C(C=C2)S(=O)(=O)C)=O (8-ethyl-6-(4-methanesulfonyl-phenyl)-2-[4-(4-methyl-piperazin-1-yl)-phenylamino]-8H-pyrido[2,3-d]pyrimidin-7-one). Yield: 14.8%. Reaction SMILES: Br[C:2]1[C:25](=[O:26])[N:24]([CH2:27][CH3:28])[C:5]2[N:6]=[C:7]([NH:10][C:11]3[CH:16]=[CH:15][C:14]([N:17]4[CH2:22][CH2:21][N:20]([CH3:23])[CH2:19][CH2:18]4)=[CH:13][CH:12]=3)[N:8]=[CH:9][C:4]=2[CH:3]=1.[CH3:29][S:30]([C:33]1[CH:38]=[CH:37][C:36](B(O)O)=[CH:35][CH:34]=1)(=[O:32])=[O:31].[O-]P([O-])([O-])=O.[K+].[K+].[K+].CN(C)C=O>C1C=CC(P(C2C=CC=CC=2)[C-]2C=CC=C2)=CC=1.C1C=CC(P(C2C=CC=CC=2)[C-]2C=CC=C2)=CC=1.Cl[Pd]Cl.[Fe+2].O>[CH2:27]([N:24]1[C:5]2[N:6]=[C:7]([NH:10][C:11]3[CH:16]=[CH:15][C:14]([N:17]4[CH2:22][CH2:21][N:20]([CH3:23])[CH2:19][CH2:18]4)=[CH:13][CH:12]=3)[N:8]=[CH:9][C:4]=2[CH:3]=[C:2]([C:36]2[CH:37]=[CH:38][C:33]([S:30]([CH3:29])(=[O:32])=[O:31])=[CH:34][CH:35]=2)[C:25]1=[O:26])[CH3:28] |f:2.3.4.5,7.8.9.10|. Procedure: 6-Bromo-8-ethyl-2-[4-(4-methyl-piperazin-1-yl)-phenylamino]-8H-pyrido[2,3-d]pyrimidin-7-one (5, 120 mg, 0.27 mmol), 4-methylsulfonylphenylboronic acid (60 mg, 0.30 mmol), K3PO4 (64 mg, 0.30 mmol) and PdCl2(dppf) (25 mg, 0.03 mmol) were mixed under argon in a degassed mixture of dimethylformamide and water (20:1, 4 mL). The resulting suspension was irradiated for 30 min at 140° C. in a microwave reactor. After completion, the reaction mixture was evaporated and the residue purified by ISCO elutin... The reactants are O=C([O-])[O-], CC(C)=O, C=C(CCl)c1ccccc1, CC(=CCl)c1ccccc1, Sc1ccccc1Cl, [K+], [K+], O. Yields the product C=C(CSc1ccccc1Cl)c1ccccc1. RXN SMILES: [C:1](=[O:2])([O-:3])[O-:4].[CH3:35][C:36](=[O:37])[CH3:38].[Cl:15][CH2:16][C:17](=[CH2:18])[c:19]1[cH:20][cH:21][cH:22][cH:23][cH:24]1.[Cl:25][CH:26]=[C:27]([c:28]1[cH:29][cH:30][cH:31][cH:32][cH:33]1)[CH3:34].[Cl:7][c:8]1[c:9]([SH:14])[cH:10][cH:11][cH:12][cH:13]1.[K+:5].[K+:6].[OH2:39]>>[Cl:7][c:8]1[c:9]([S:14][CH2:18][C:17](=[CH2:16])[c:19]2[cH:20][cH:21][cH:22][cH:23][cH:24]2)[cH:10][cH:11][cH:12][cH:13]1. Reactants: O=C([O-])[O-], CC#N, Clc1cccc(C2CCNCC2)c1Cl, CCI, [K+], [K+]. Product: CCN1CCC(c2cccc(Cl)c2Cl)CC1. Reaction SMILES: [C:15](=[O:16])([O-:17])[O-:18].[CH3:24][C:25]#[N:26].[Cl:1][c:2]1[c:3]([CH:9]2[CH2:10][CH2:11][NH:12][CH2:13][CH2:14]2)[cH:4][cH:5][cH:6][c:7]1[Cl:8].[I:21][CH2:22][CH3:23].[K+:19].[K+:20]>>[Cl:1][c:2]1[c:3]([CH:9]2[CH2:10][CH2:11][N:12]([CH2:22][CH3:23])[CH2:13][CH2:14]2)[cH:4][cH:5][cH:6][c:7]1[Cl:8].